Dataset: the Open Reaction Database (ORD), a public repository of structured organic reaction records. Task: describe an organic reaction: reactants, conditions, products, and yield Reactants: compound, C1CCOC1 (THF), CC(C)([O-])C.[K+] (potassium-t-butoxide), C(C)(=O)NC=1C=CC(=C2C(CCSC12)=O)NC(=O)OCC1=CC=CC=C1 (8-Acetylamino-5-benzyloxycarbonylamino-4-thiochromanone), C1CCOC1 (THF), N(=O)OCCCC (n-butyl nitrite). Solvent: CCOCC (ether). Conditions: time 5 minute. The product is C(C)(=O)NC1CSC2=C(C=CC(=C2C1=O)N)NC(C)=O (3,8-Diacetylamino-5-amino-4-thiochromanone). RXN SMILES: C1C[O:4][CH2:3][CH2:2]1.CC(C)([O-])C.[K+].[C:12]([NH:15][C:16]1[CH:17]=[CH:18][C:19]([NH:27]C(OCC2C=CC=CC=2)=O)=[C:20]2[C:25]=1[S:24][CH2:23][CH2:22][C:21]2=[O:26])(=[O:14])[CH3:13].[N:38](OCCCC)=O>CCOCC>[C:3]([NH:38][CH:22]1[C:21](=[O:26])[C:20]2[C:25](=[C:16]([NH:15][C:12](=[O:14])[CH3:13])[CH:17]=[CH:18][C:19]=2[NH2:27])[S:24][CH2:23]1)(=[O:4])[CH3:2] |f:1.2|. Procedure: To 5 ml of a THF solution containing 168 mg of potassium-t-butoxide was added 5 ml of a THF solution containing 370 mg of the compound prepared in (1) above. After stirring for 5 minutes, 0.24 ml of n-butyl nitrite was added to the mixture, followed by further stirring for 1 hour at room temperature. After the addition of 20 ml of ether, the reaction mixture was stirred for another 1 hour. The deposited precipitate was collected by filtration, washed thoroughly with ether, and dissolved into a m... Starting materials: ClC1=C(CCl)C(=CC=C1)Cl (2,6-dichlorobenzylchloride), N[C@@H](CC1=CNC=N1)C(=O)O (L-histidine), NaNH2, N (ammonia), Na, FeCl3, N (ammonia). Run in C1CCOC1 (THF). Conditions: time 3 hour. Yields the product ClC1=C(C(=CC=C1)Cl)CN1C=C(C[C@H](N)C(=O)O)N=C1 (1-[(2,6-dichlorophenyl)methyl]-L-histidine). The yield is 56.5%. As a reaction SMILES: [NH2:1][C@H:2]([C:9]([OH:11])=[O:10])[CH2:3][C:4]1[N:8]=[CH:7][NH:6][CH:5]=1.N.[Cl:13][C:14]1[CH:21]=[CH:20][CH:19]=[C:18]([Cl:22])[C:15]=1[CH2:16]Cl>C1COCC1>[Cl:13][C:14]1[CH:21]=[CH:20][CH:19]=[C:18]([Cl:22])[C:15]=1[CH2:16][N:6]1[CH:7]=[N:8][C:4]([CH2:3][C@@H:2]([C:9]([OH:11])=[O:10])[NH2:1])=[CH:5]1. Reported procedure: L-histidine (3.13 g) was added to a solution of NaNH2 in liquid ammonia prepared from Na (0.93 g) and FeCl3 (catalytic amount) in liquid ammonia (50 ml) After 15 min., a solution of 2,6-dichlorobenzylchloride (3.96 g) in THF (5 ml) was added and the mixture was stirred for 3 hr. The reaction mixture was quenched with H2O and ether. The pH of the aqueous layer was adjusted to pH 8 with 5% HCl followed by cooling. The resulting precipitate was collected by filtration, washed with H2O, and dried to... Reactants: [Br-], CC[Mg+], CCC(=O)c1ccc(-c2cc(OCc3ccc(CO)c(CO)c3)ccc2CC)c(CC)c1. The product is CCc1cc(C(O)(CC)CC)ccc1-c1cc(OCc2ccc(CO)c(CO)c2)ccc1CC. RXN SMILES: [Br-:33].[CH2:34]([CH3:35])[Mg+:36].[OH:1][CH2:2][c:3]1[cH:4][c:5]([CH2:6][O:7][c:8]2[cH:9][cH:10][c:11]([CH2:26][CH3:27])[c:12](-[c:14]3[c:15]([CH2:24][CH3:25])[cH:16][c:17]([C:20]([CH2:21][CH3:22])=[O:23])[cH:18][cH:19]3)[cH:13]2)[cH:28][cH:29][c:30]1[CH2:31][OH:32]>>[OH:1][CH2:2][c:3]1[cH:4][c:5]([CH2:6][O:7][c:8]2[cH:9][cH:10][c:11]([CH2:26][CH3:27])[c:12](-[c:14]3[c:15]([CH2:24][CH3:25])[cH:16][c:17]([C:20]([CH2:21][CH3:22])([OH:23])[CH2:34][CH3:35])[cH:18][cH:19]3)[cH:13]2)[cH:28][cH:29][c:30]1[CH2:31][OH:32]. Starting materials: Cl (HCl), N=1C=C(N2C1C=CC=C2)C2=C(C(NC2=O)=O)C2=NCCN1C3=C2C=C(C=C3C(C1C(=O)N1CCCCC1)CC[O-])F (7-(2,5-dihydro-4-imidazo[1,2-a]pyridine-3-yl-2,5-dioxo-1H-pyrrol-3-yl)-9-fluoro-1,2,3,4-tetrahydro-2-(1-piperidinyl-carbonyl)-pyrrolo[3,2,1-jk][1,4]benzodiazepine ethanolate), [OH-].[Na+] (NaOH). Run in O (water). Conditions: time 15 minute. The product is O.N=1C=C(N2C1C=CC=C2)C2=C(C(NC2=O)=O)C2=NCCN1C3=C2C=C(C=C3CC1C(=O)N1CCCCC1)F (7-(2,5-dihydro-4-imidazo[1,2-a]pyridine-3-yl-2,5-dioxo-1H-pyrrol-3-yl)-9-fluoro-1,2,3,4-tetrahydro-2-(1-piperidinyl-carbonyl)-pyrrolo[3,2,1-jk][1,4]benzodiazepine hydrate). Reaction SMILES: [N:1]1[CH:2]=[C:3]([C:10]2[C:14](=[O:15])[NH:13][C:12](=[O:16])[C:11]=2[C:17]2[C:23]3[CH:24]=[C:25]([F:41])[CH:26]=[C:27]4[CH:28](CC[O-])[CH:29]([C:30]([N:32]5[CH2:37][CH2:36][CH2:35][CH2:34][CH2:33]5)=[O:31])[N:21]([C:22]=34)[CH2:20][CH2:19][N:18]=2)[N:4]2[CH:9]=[CH:8][CH:7]=[CH:6][C:5]=12.Cl.[OH-].[Na+]>O>[OH2:15].[N:1]1[CH:2]=[C:3]([C:10]2[C:14](=[O:15])[NH:13][C:12](=[O:16])[C:11]=2[C:17]2[C:23]3[CH:24]=[C:25]([F:41])[CH:26]=[C:27]4[CH2:28][CH:29]([C:30]([N:32]5[CH2:33][CH2:34][CH2:35][CH2:36][CH2:37]5)=[O:31])[N:21]([C:22]=34)[CH2:20][CH2:19][N:18]=2)[N:4]2[CH:9]=[CH:8][CH:7]=[CH:6][C:5]=12 |f:2.3,5.6|. Procedure: Heat a slurry of 7-(2,5-dihydro-4-imidazo[1,2-a]pyridine-3-yl-2,5-dioxo-1H-pyrrol-3-yl)-9-fluoro-1,2,3,4-tetrahydro-2-(1-piperidinyl-carbonyl)-pyrrolo[3,2,1-jk][1,4]benzodiazepine ethanolate (198.5 mg) in water (10 mL) to 80° C. for 2.75 hours. Add 3.11 mL of 1N HCl. When the temperature has returned to 80° C., rapidly add 3.11 mL, of 1N NaOH. Allow the temperature to remain at 80° C. for approximately 15 minutes then allow the suspension to cool to room temperature. Collect the solid using vacu... Starting materials: O1COC2=C1C=CC(=C2)CC=2OC(C1=C(N2)C=C(C=C1F)N1CCN(CC1)C)=O (2-benzo[1,3]dioxol-5-ylmethyl-5-fluoro-7-(4-methyl-piperazin-1-yl)-benzo[d][1,3]oxazin-4-one), C(O)(O)=O.NNC(=N)N (aminoguanidine hydrogencarbonate). The solvent is O (water), N1=CC=CC=C1 (pyridine). Conditions: temperature 180 celsius. Product: O1COC2=C1C=CC(=C2)CC2=NC=1C=C(C=C(C1C=1N2N=C(N1)N)F)N1CCN(CC1)C (5-benzo[1,3]dioxol-5-ylmethyl-10-fluoro-8-(4-methyl-piperazin-1-yl)-[1,2,4]triazolo[1,5-c]quinazolin-2-ylamine). Yield: 46.0%. Reaction SMILES: [O:1]1[C:5]2[CH:6]=[CH:7][C:8]([CH2:10][C:11]3O[C:13](=O)[C:14]4[C:20]([F:21])=[CH:19][C:18]([N:22]5[CH2:27][CH2:26][N:25]([CH3:28])[CH2:24][CH2:23]5)=[CH:17][C:15]=4[N:16]=3)=[CH:9][C:4]=2[O:3][CH2:2]1.C(=O)(O)O.[NH2:34][NH:35][C:36]([NH2:38])=[NH:37]>N1C=CC=CC=1.O>[O:1]1[C:5]2[CH:6]=[CH:7][C:8]([CH2:10][C:11]3[N:34]4[N:35]=[C:36]([NH2:38])[N:37]=[C:13]4[C:14]4[C:20]([F:21])=[CH:19][C:18]([N:22]5[CH2:23][CH2:24][N:25]([CH3:28])[CH2:26][CH2:27]5)=[CH:17][C:15]=4[N:16]=3)=[CH:9][C:4]=2[O:3][CH2:2]1 |f:1.2|. Procedure details: To a suspension of 2-(2-benzo[1,3]dioxol-5-yl-acetylamino)-6-fluoro-4-(4-methyl-piperazin-1-yl)-benzoic acid methyl ester (0.15 g, 0.35 mmol) in a mixture of tetrahydrofuran (10 mL), methanol (1 mL) and water (2 mL), was added lithium hydroxide (0.15 g, 3.49 mmol). The reaction was stirred at room temperature overnight then the solvent was evaporated. The residue was diluted with water and 2 N HCl solution was added until pH 7. The solid precipitated was filtered and washed with water to obtain ... The product is O=C1CCCCN1CCCN1CCN(c2ccc(F)cc2)CC1. Reactants: O=C([O-])[O-], O=C1CCCCN1CCCCl, Fc1ccc(N2CCNCC2)cc1, [Na+], [Na+], CN(C)C=O. As a reaction SMILES: [C:25](=[O:26])([O-:27])[O-:28].[Cl:1][CH2:2][CH2:3][CH2:4][N:5]1[C:6](=[O:11])[CH2:7][CH2:8][CH2:9][CH2:10]1.[F:12][c:13]1[cH:14][cH:15][c:16]([N:19]2[CH2:20][CH2:21][NH:22][CH2:23][CH2:24]2)[cH:17][cH:18]1.[Na+:29].[Na+:30].[O:31]=[CH:32][N:33]([CH3:34])[CH3:35]>>[CH2:2]([CH2:3][CH2:4][N:5]1[C:6](=[O:11])[CH2:7][CH2:8][CH2:9][CH2:10]1)[N:22]1[CH2:21][CH2:20][N:19]([c:16]2[cH:15][cH:14][c:13]([F:12])[cH:18][cH:17]2)[CH2:24][CH2:23]1. Yield: 81.8%. Reaction SMILES: B.[CH3:2][N:3]1[CH2:8][CH2:7][C:6](=[N:9][NH:10]C(OC(C)(C)C)=O)[CH2:5][CH2:4]1.Cl>C1COCC1>[CH3:2][N:3]1[CH2:8][CH2:7][CH:6]([NH:9][NH2:10])[CH2:5][CH2:4]1. Starting materials: B (borane), CN1CCC(CC1)=NNC(=O)OC(C)(C)C (tert-butyl N′-(1-Methyl-piperidin-4-ylidene)-hydrazinecarboxylate), Cl (HCl). Procedure details: A solution of 1 M borane in THF (30 mL) was added to solid 2.80 g (12.3 mmol) of tert-butyl N′-(1-Methyl-piperidin-4-ylidene)-hydrazinecarboxylate. The mixture was stirred under N2 for 16 h when 40 mL of 6M HCl was carefully added. The mixture was heated to 60° C. for 30 min. The mixture was concentrated in vacuo at ambient temperature for 2 days. Petroleum ether (200 mL) and powdered NaOH (5 g) were added, and the mixture was stirred manually for 30 min. The mixture was dried with MgSO4, filter... Solvent: C1CCOC1 (THF). Conditions: temperature 60 celsius, time 30 minute. Yields the product CN1CCC(CC1)NN ((1-methyl-piperidin-4-yl)-hydrazine). The reactants are FCCBr, CC(C)(C)[O-], Nc1ccccc1, [Na+], Fc1ccc(Nc2cc(Nc3ccc(OCC4CO4)cc3)ncn2)c(F)c1, CN(C)C=O, O. The product is FCCN(c1cc(Nc2ccc(OCC3CO3)cc2)ncn1)c1ccc(F)cc1F. As a reaction SMILES: [Br:41][CH2:42][CH2:43][F:44].[CH3:35][C:36]([CH3:37])([O-:38])[CH3:39].[NH2:28][c:29]1[cH:30][cH:31][cH:32][cH:33][cH:34]1.[Na+:40].[O:1]1[CH:2]([CH2:3][O:4][c:5]2[cH:6][cH:7][c:8]([NH:9][c:10]3[n:11][cH:12][n:13][c:14]([NH:16][c:17]4[c:18]([F:24])[cH:19][c:20]([F:23])[cH:21][cH:22]4)[cH:15]3)[cH:25][cH:26]2)[CH2:27]1.[O:45]=[CH:46][N:47]([CH3:48])[CH3:49].[OH2:50]>>[O:1]1[CH:2]([CH2:3][O:4][c:5]2[cH:6][cH:7][c:8]([NH:9][c:10]3[n:11][cH:12][n:13][c:14]([N:16]([c:17]4[c:18]([F:24])[cH:19][c:20]([F:23])[cH:21][cH:22]4)[CH2:42][CH2:43][F:44])[cH:15]3)[cH:25][cH:26]2)[CH2:27]1. The reactants are ClCC=CC1=CC=CC=C1 ((chloromethyl)styrene), C(C1=CC=CC=C1)OC(=C)C1=CC=C(C=C1)CO[Si](C)(C)C(C)(C)C (α-Benzyloxy[4-(tert-butyldimethylsilyloxymethyl)styrene]), [Si](C)(C)(C(C)(C)C)Cl (tert-butyldimethylsilyl chloride), 91, C (CH4), C(C1=CC=CC=C1)OC(=C)C1=CC(=CC=C1)CO[Si](C)(C)C(C)(C)C (α-Benzyloxy[3-(tert-butyldimethylsilyloxymethyl)styrene]), C(C1=CC=CC=C1)OC(=C)C1=CC(=CC=C1)CO[Si](C)(C)C(C)(C)C (α-Benzyloxy[3-(tert-butyldimethylsilyloxymethyl)styrene]), alkoxystyrene. Yields the product OCC=CC1=CC=CC=C1 ((Hydroxymethyl)styrene). RXN SMILES: C(O[C:9]([C:11]1[CH:16]=[CH:15][C:14](CO[Si](C(C)(C)C)(C)C)=[CH:13][CH:12]=1)=[CH2:10])C1C=CC=CC=1.[CH2:26]([O:33]C(C1C=CC=C(CO[Si](C(C)(C)C)(C)C)C=1)=C)C1C=CC=CC=1.ClCC=CC1C=CC=CC=1.[Si](Cl)(C(C)(C)C)(C)C.C>>[OH:33][CH2:26][CH:10]=[CH:9][C:11]1[CH:12]=[CH:13][CH:14]=[CH:15][CH:16]=1. Procedure: α-Benzyloxy[4-(tert-butyldimethylsilyloxymethyl)styrene] and α-Benzyloxy[3-(tert-butyldimethylsilyloxymethyl)styrene] (Formula II, R1 =(tert-butyldimethylsilyloxymethyl)phenyl, R2 =benzyl). (Hydroxymethyl)styrene was prepared from (chloromethyl)styrene (a 2:3 mixture of para and meta isomers) by a sequence described in Polymer, 1973, 14, 330. It was treated with tert-butyldimethylsilyl chloride following the general directions found in Journal of the American Chemical Society, 1972, 94, 6190. Me... Reactants: N1CCNCC1 (piperazine), COC=1C(=C(C2=C(CCC(O2)(C)CCCOS(=O)(=O)C2=CC=C(C=C2)C)C1C)C)C (3,4-dihydro-6-methoxy-2-[3-(p-toluenesulfonyloxy)propyl]-2,5,7,8-tetramethyl-2H-benzopyran), O (water). Run in C1(=CC=CC=C1)C (toluene). Yields the product COC=1C(=C(C2=C(CCC(O2)(C)CCCN2CCNCC2)C1C)C)C (3,4-dihydro-6-methoxy-2-[3-(piperazin-1-yl)propyl]-2,5,7,8-tetramethyl-2H-benzopyran). Yield: 91.7%. RXN SMILES: [NH:1]1[CH2:6][CH2:5][NH:4][CH2:3][CH2:2]1.[CH3:7][O:8][C:9]1[C:10]([CH3:36])=[C:11]([CH3:35])[C:12]2[O:17][C:16]([CH2:19][CH2:20][CH2:21]OS(C3C=CC(C)=CC=3)(=O)=O)([CH3:18])[CH2:15][CH2:14][C:13]=2[C:33]=1[CH3:34].O>C1(C)C=CC=CC=1>[CH3:7][O:8][C:9]1[C:10]([CH3:36])=[C:11]([CH3:35])[C:12]2[O:17][C:16]([CH2:19][CH2:20][CH2:21][N:1]3[CH2:6][CH2:5][NH:4][CH2:3][CH2:2]3)([CH3:18])[CH2:15][CH2:14][C:13]=2[C:33]=1[CH3:34]. Procedure: To a refluxing solution of 7.2 g (0.085 mol) of piperazine in 50 ml of toluene was added 3.8 g (8.5 mmol) of the 3,4-dihydro-6-methoxy-2-[3-(p-toluenesulfonyloxy)propyl]-2,5,7,8-tetramethyl-2H-benzopyran obtained in the above manner, followed by refluxing for 6 hours. After cooling, the reaction mixture was poured into water and extracted with diethyl ether. The ether layer was dried over anhydrous sodium sulfate and low-boiling substances were distilled off therefrom under reduced pressure and ...